The task is: describe an organic reaction: reactants, conditions, products, and yield. This data is from the Open Reaction Database (ORD), a public repository of structured organic reaction records. Reactants: C=O (paraformaldehyde), C(C)(C)[N-]C(C)C.[Li+] (lithium diisopropylamide), C(C)(C)NC(C)C (diisopropylamine), C(CCC)[Li] (n-butyl lithium), C=O (Formaldehyde), Cl (hydrochloric acid), COC1=CC=C(C=C1)CCCC(=O)O (4-(4-methoxyphenyl)butanoic acid). Solvent: C(C)(=O)OCC (ethyl acetate), C1CCOC1 (THF), C1CCOC1 (THF). Conditions: temperature -20 celsius, time 2.5 hour. The product is COC1=CC=C(C=C1)CCC(C(=O)O)CO ([4-(4-Methoxyphenyl)]-2-hydroxymethylbutanoic acid). RXN SMILES: C([N-]C(C)C)(C)C.[Li+].C(NC(C)C)(C)C.C([Li])CCC.[CH3:21][O:22][C:23]1[CH:28]=[CH:27][C:26]([CH2:29][CH2:30][CH2:31][C:32]([OH:34])=[O:33])=[CH:25][CH:24]=1.[CH2:35]=[O:36].Cl>C1COCC1.C(OCC)(=O)C>[CH3:21][O:22][C:23]1[CH:24]=[CH:25][C:26]([CH2:29][CH2:30][CH:31]([CH2:35][OH:36])[C:32]([OH:34])=[O:33])=[CH:27][CH:28]=1 |f:0.1|. Reported procedure: To a solution of lithium diisopropylamide (prepared from diisopropylamine (16.16 g, 0.16 mol and n-butyl lithium (1.6M in hexane, 100 ml, 0.016 mol) in THF (50 ml) at -78° C., was added a solution of 4-(4-methoxyphenyl)butanoic acid (13.80 g, 0.07 mol) in THF (100 ml) over 20 min. The solution was warmed to -20° C. and stirred for 2.5 h. Formaldehyde gas generated by warming paraformaldehyde (10 g) was then passed into the reaction mixture in a stream of nitrogen. After stirring for a further 2 ... Product: CCC(=O)O, O=C(CN1CCOCC1)c1ccc2[nH]c(=O)c3[nH]ccc3c2c1. Reaction SMILES: [CH2:1]([CH3:2])[C:3](=[O:4])[OH:5].[CH2:24]1[CH2:25][O:26][CH2:27][CH2:28][NH:29]1.[Cl:6][CH2:7][C:8](=[O:9])[c:10]1[cH:11][c:12]2[c:13]3[c:14]([c:15](=[O:20])[nH:16][c:17]2[cH:18][cH:19]1)[nH:21][cH:22][cH:23]3.[OH2:30]>>[CH2:1]([CH3:2])[C:3](=[O:4])[OH:5].[CH2:7]([C:8](=[O:9])[c:10]1[cH:11][c:12]2[c:13]3[c:14]([c:15](=[O:20])[nH:16][c:17]2[cH:18][cH:19]1)[nH:21][cH:22][cH:23]3)[N:29]1[CH2:24][CH2:25][O:26][CH2:27][CH2:28]1. Starting materials: CCC(=O)O, C1COCCN1, O=C(CCl)c1ccc2[nH]c(=O)c3[nH]ccc3c2c1, O. Reactants: CN(C1=CC=CC=C1)CC1=CC=C2C=C(C=NC2=C1)C=O (7-(methylphenylamino)methylquinoline-3-carbaldehyde), Cl (hydrochloric acid), S1C(NC(C1)=O)=O (2,4-thiazolidinedione), N1CCCCC1 (piperidine). The solvent is C(C)O (ethanol). The product is CN(C1=CC=CC=C1)CC1=CC=C2C=C(C=NC2=C1)C=C1C(NC(S1)=O)=O (5-[[7-(methylphenylamino)methyl-3-quinolyl]methylene]thiazolidine-2,4-dione). Yield: 60.3%. Reaction SMILES: [CH3:1][N:2]([CH2:9][C:10]1[CH:19]=[C:18]2[C:13]([CH:14]=[C:15]([CH:20]=O)[CH:16]=[N:17]2)=[CH:12][CH:11]=1)[C:3]1[CH:8]=[CH:7][CH:6]=[CH:5][CH:4]=1.[S:22]1[CH2:26][C:25](=[O:27])[NH:24][C:23]1=[O:28].N1CCCCC1.Cl>C(O)C>[CH3:1][N:2]([CH2:9][C:10]1[CH:19]=[C:18]2[C:13]([CH:14]=[C:15]([CH:20]=[C:26]3[S:22][C:23](=[O:28])[NH:24][C:25]3=[O:27])[CH:16]=[N:17]2)=[CH:12][CH:11]=1)[C:3]1[CH:4]=[CH:5][CH:6]=[CH:7][CH:8]=1. Reported procedure: The above 7-(methylphenylamino)methylquinoline-3-carbaldehyde (222 mg, 0.8 mmol), 2,4-thiazolidinedione (105 mg, 0.8 mmol.), and piperidine (0.065 mL, 0.66 mmol) were suspended in ethanol (8 mL), and the mixture was heated under reflux overnight. The reaction mixture was cooled in an atmospheric condition, and to this was added 1N hydrochloric acid to adjust the solution to pH 1-2. The mixture was extracted with chloroform after addition of water (10 mL), washed with saturated aqueous sodium chl... The reactants are CC(CNS(=O)(=O)C(C)C)c1ccc(-c2ccc(NC(=O)OC(C)(C)C)cc2)cc1, Cc1ccccc1, c1ccc(P(c2ccccc2)(c2ccccc2)[Pd](P(c2ccccc2)(c2ccccc2)c2ccccc2)(P(c2ccccc2)(c2ccccc2)c2ccccc2)P(c2ccccc2)(c2ccccc2)c2ccccc2)cc1. The product is CC(CNS(=O)(=O)C(C)C)c1ccc(-c2ccc(N)cc2)cc1. Reaction SMILES: [CH3:1][CH:2]([CH3:3])[S:4](=[O:5])(=[O:6])[NH:7][CH2:8][CH:9]([CH3:10])[c:11]1[cH:12][cH:13][c:14](-[c:17]2[cH:18][cH:19][c:20]([NH:23][C:24]([O:25][C:26]([CH3:27])([CH3:28])[CH3:29])=[O:30])[cH:21][cH:22]2)[cH:15][cH:16]1.[CH3:31][c:32]1[cH:33][cH:34][cH:35][cH:36][cH:37]1.[cH:38]1[cH:39][cH:40][c:41]([P:42]([Pd:43]([P:44]([c:45]2[cH:46][cH:47][cH:48][cH:49][cH:50]2)([c:51]2[cH:52][cH:53][cH:54][cH:55][cH:56]2)[c:57]2[cH:58][cH:59][cH:60][cH:61][cH:62]2)([P:63]([c:64]2[cH:65][cH:66][cH:67][cH:68][cH:69]2)([c:70]2[cH:71][cH:72][cH:73][cH:74][cH:75]2)[c:76]2[cH:77][cH:78][cH:79][cH:80][cH:81]2)[P:82]([c:83]2[cH:84][cH:85][cH:86][cH:87][cH:88]2)([c:89]2[cH:90][cH:91][cH:92][cH:93][cH:94]2)[c:95]2[cH:96][cH:97][cH:98][cH:99][cH:100]2)([c:101]2[cH:102][cH:103][cH:104][cH:105][cH:106]2)[c:107]2[cH:108][cH:109][cH:110][cH:111][cH:112]2)[cH:113][cH:114]1>>[CH3:1][CH:2]([CH3:3])[S:4](=[O:5])(=[O:6])[NH:7][CH2:8][CH:9]([CH3:10])[c:11]1[cH:12][cH:13][c:14](-[c:17]2[cH:18][cH:19][c:20]([NH2:23])[cH:21][cH:22]2)[cH:15][cH:16]1. Reactants: Nc1ccc(C2CC2)cc1F, [I-], [K+], O=N[O-], [Na+], O, O=S(=O)(O)O. As a reaction SMILES: [CH:1]1([c:4]2[cH:5][c:6]([F:11])[c:7]([NH2:10])[cH:8][cH:9]2)[CH2:2][CH2:3]1.[I-:22].[K+:21].[N:17]([O-:18])=[O:19].[Na+:20].[OH2:23].[S:12](=[O:13])(=[O:14])([OH:15])[OH:16]>>[CH:1]1([c:4]2[cH:5][c:6]([F:11])[c:7]([I:22])[cH:8][cH:9]2)[CH2:2][CH2:3]1. The product is Fc1cc(C2CC2)ccc1I.